This data is from the Open Reaction Database (ORD), a public repository of structured organic reaction records. The task is: describe an organic reaction: reactants, conditions, products, and yield Reactants: CCN(C(C)C)C(C)C, CC(C)O, Nc1ncc(Cl)c(Cl)c1[N+](=O)[O-], O=C(CN1CCNCC1)Nc1ccccc1. Yields the product Nc1ncc(Cl)c(N2CCN(CC(=O)Nc3ccccc3)CC2)c1[N+](=O)[O-]. Reaction SMILES: [CH:29]([N:30]([CH:31]([CH3:32])[CH3:33])[CH2:34][CH3:35])([CH3:36])[CH3:37].[CH:38]([OH:39])([CH3:40])[CH3:41].[NH2:1][c:2]1[n:3][cH:4][c:5]([Cl:12])[c:6]([Cl:11])[c:7]1[N+:8](=[O:9])[O-:10].[c:13]1([NH:19][C:20]([CH2:21][N:22]2[CH2:23][CH2:24][NH:25][CH2:26][CH2:27]2)=[O:28])[cH:14][cH:15][cH:16][cH:17][cH:18]1>>[NH2:1][c:2]1[n:3][cH:4][c:5]([Cl:12])[c:6]([N:25]2[CH2:24][CH2:23][N:22]([CH2:21][C:20]([NH:19][c:13]3[cH:14][cH:15][cH:16][cH:17][cH:18]3)=[O:28])[CH2:27][CH2:26]2)[c:7]1[N+:8](=[O:9])[O-:10]. RXN SMILES: [Cl:1][C:2]1[CH:11]=[C:10]2[C:5]([C:6]([NH:12][CH2:13][C:14]([CH3:17])([NH2:16])[CH3:15])=[CH:7][CH:8]=[N:9]2)=[CH:4][CH:3]=1.[CH:18](=O)[C:19]1[C:20](=[CH:22][CH:23]=[CH:24][CH:25]=1)[OH:21].[BH4-].[Na+].[C:29]([OH:32])(=[O:31])[CH3:30]>C(O)C>[C:29]([OH:32])(=[O:31])[CH3:30].[C:29]([OH:32])(=[O:31])[CH3:30].[Cl:1][C:2]1[CH:11]=[C:10]2[C:5]([C:6]([NH:12][CH2:13][C:14]([CH3:17])([NH:16][CH2:18][C:19]3[CH:25]=[CH:24][CH:23]=[CH:22][C:20]=3[OH:21])[CH3:15])=[CH:7][CH:8]=[N:9]2)=[CH:4][CH:3]=1 |f:2.3,6.7.8|. Product: C(C)(=O)O.C(C)(=O)O.ClC1=CC=C2C(=CC=NC2=C1)NCC(C)(NCC1=C(C=CC=C1)O)C (N1 -(7-Chloro-quinolin-4-yl)-N2 -(2-hydroxybenzyl)-2-methyl-propane-1,2-diamine diacetate). Yield: 40.0%. Procedure details: 1.25 g of N1 -(7-chloro-quinolin-4-yl)-2-methyl-propane-1,2-diamine and 0.54 g of salicylaldehyde were stirred under reflux overnight in the presence of 1.25 g of molecular sieve (E. Merck, 3 Å). Thereafter, the mixture was filtered and the solvent was evaporated. From a small amount of diethyl ether and ethyl acetate there was obtained a crystalline product which was again taken up in 20 ml of ethanol. After the addition of 0.19 g of sodium borohydride the mixture was left to react overnight, t... The solvent is C(C)O (ethanol). Starting materials: C(C)(=O)O (acetic acid), ClC1=CC=C2C(=CC=NC2=C1)NCC(C)(N)C (N1 -(7-chloro-quinolin-4-yl)-2-methyl-propane-1,2-diamine), C(C=1C(O)=CC=CC1)=O (salicylaldehyde), [BH4-].[Na+] (sodium borohydride).